Dataset: the Open Reaction Database (ORD), a public repository of structured organic reaction records. Task: describe an organic reaction: reactants, conditions, products, and yield Reactants: Cl (hydrochloric acid), BrCC(=O)C1=CC=C(C=C1)Cl (2-bromo-4'-chloroacetophenone), C1COCCOCCOCCOCCOCCO1 (18-crown-6), C(=O)[N-]C=O.[Na+] (sodium diformylamide). Solvent: C(C)O (ethanol), C(C)#N (acetonitrile), O (water). Conditions: time 3 hour. Product: Cl.NCC(=O)C1=CC=C(C=C1)Cl (2-Amino-4'-chloroacetophenone hydrochloride). As a reaction SMILES: Br[CH2:2][C:3]([C:5]1[CH:10]=[CH:9][C:8]([Cl:11])=[CH:7][CH:6]=1)=[O:4].C1OCCOCCOCCOCCOCCOC1.C([N-:32]C=O)=O.[Na+].Cl>C(#N)C.O.C(O)C>[ClH:11].[NH2:32][CH2:2][C:3]([C:5]1[CH:10]=[CH:9][C:8]([Cl:11])=[CH:7][CH:6]=1)=[O:4] |f:2.3,8.9|. Procedure: To a stirred solution of 2-bromo-4'-chloroacetophenone (10.34 g, 43.40 mmol) and 18-crown-6 (1.16 g, 4.34 mmol) in acetonitrile (150 mL) at room temperature (RT) is added sodium diformylamide (12.51 g, 131.6 mmol). After 3 h at RT and 2 h at 40° C., the suspension is diluted with water (100 mL) and extracted with ethyl acetate (4×150 mL). The combined organics are washed with brine, dried (magnesium sulfate), and concentrated to afford waxy yellow solids. These are taken up in absolute ethanol (... Reactants: methoxy polyethyleneglycol methacrylate, C(C=C)(=O)OCC (Ethyl acrylate), [O-2].[Zn+2] (zinc oxide), naphthenic acid, [O-2].[Zn+2] (zinc oxide), naphthenic acid, C(C=C)(=O)O (Acrylic acid), C(C(=C)C)(=O)OC1CCCCC1 (cyclohexyl methacrylate). The solvent is C=1(C(=CC=CC1)C)C.C(CCC)O.O (xylene n-butanol water), C=1(C(=CC=CC1)C)C.C(CCC)O (xylene n-butanol). Reaction conditions: temperature 95 celsius. Product: C(C=C)(=O)[O-].[Zn+2].C(C=C)(=O)[O-] (zinc acrylate). As a reaction SMILES: [O-2].[Zn+2:2].[C:3]([OH:7])(=[O:6])[CH:4]=[CH2:5].[C:8]([O:12]CC)(=[O:11])[CH:9]=[CH2:10].C(OC1CCCCC1)(=O)C(C)=C>C1(C)C(C)=CC=CC=1.C(O)CCC.C1(C)C(C)=CC=CC=1.C(O)CCC.O>[C:3]([O-:7])(=[O:6])[CH:4]=[CH2:5].[Zn+2:2].[C:8]([O-:12])(=[O:11])[CH:9]=[CH2:10] |f:0.1,5.6,7.8.9,10.11.12|. Reported procedure: A zinc acrylate polymer was prepared by the reaction of zinc oxide and naphthenic acid (acid value 200 mgKOH/g) with a carboxylic acid functional acrylic copolymer based on the monomers; Acrylic acid (16.8 mol %)/Ethyl acrylate (73.5 mol %), methoxy polyethyleneglycol methacrylate (MPEG350) (1.3 mol %) and cyclohexyl methacrylate (8.4 mol %). These components were mixed at a 1:1:1 molar ratio (zinc oxide:naphthenic acid:polymer carboxylic acid groups) in xylene/n-butanol (4:1 weight ratio) and h... Starting materials: ClCC1=CC(=NC=C1)C1=CC(=C(C(=C1)OC)OC)OC (4-Chloromethyl-2-(3,4,5-trimethoxyphenyl)pyridine), C[C@@H]1N[C@@H](CNC1)C (cis-2,6-dimethylpiperazine), C([O-])([O-])=O.[K+].[K+] (potassium carbonate). The solvent is CN(C)C=O (DMF). Run at temperature 80 celsius, time 4 hour. The product is Cl.Cl.Cl.Cl.COC=1C=C(C=C(C1OC)OC)C1=NC=CC(=C1)CN1[C@H](CN(C[C@H]1C)CC1=CC(=NC=C1)C1=CC(=C(C(=C1)OC)OC)OC)C (cis-N,N′-bis[[2-(3,4,5-trimethoxyphenyl)pyridin-4-yl]methyl]-2,6-dimethylpiperazine tetrahydrochloride). Reaction SMILES: [Cl:1][CH2:2][C:3]1[CH:8]=[CH:7][N:6]=[C:5]([C:9]2[CH:14]=[C:13]([O:15][CH3:16])[C:12]([O:17][CH3:18])=[C:11]([O:19][CH3:20])[CH:10]=2)[CH:4]=1.[CH3:21][C@H:22]1[CH2:27][NH:26][CH2:25][C@@H:24]([CH3:28])[NH:23]1.[C:29](=[O:32])([O-])[O-].[K+].[K+]>CN(C=O)C>[ClH:1].[ClH:1].[ClH:1].[ClH:1].[CH3:20][O:19][C:11]1[CH:10]=[C:9]([C:5]2[CH:4]=[C:3]([CH2:2][N:23]3[C@H:24]([CH3:28])[CH2:25][N:26]([CH2:2][C:3]4[CH:8]=[CH:7][N:6]=[C:5]([C:9]5[CH:10]=[C:11]([O:19][CH3:20])[C:12]([O:17][CH3:18])=[C:13]([O:32][CH3:29])[CH:14]=5)[CH:4]=4)[CH2:27][C@@H:22]3[CH3:21])[CH:8]=[CH:7][N:6]=2)[CH:14]=[C:13]([O:15][CH3:16])[C:12]=1[O:17][CH3:18] |f:2.3.4,6.7.8.9.10|. Procedure details: 4-Chloromethyl-2-(3,4,5-trimethoxyphenyl)pyridine (123 mg) and cis-2,6-dimethylpiperazine (23 mg) were dissolved in DMF (5 mL), and to the solution potassium carbonate (58 mg) was added. The mixture was stirred at 80° C. for 4 hours and concentrated under reduced pressure. Water was added to the residue to conduct extraction with chloroform. The resultant organic layer was washed with saturated brine, dried over anhydrous magnesium sulfate and then concentrated under reduced pressure. The residu... The reactants are FC1=C(C=C(OCC2CCCC(N(C2)C(C2=C(C=CC(=C2)C)I)=O)C)C=C1)C (6-[(4-fluoro-3-methylphenoxy)methyl]-1-(2-iodo-5-methylbenzoyl)-2-methylazepane), tetrakis(triphenyl phosphine)palladium, C(CCC)[Sn](C=1SC=CN1)(CCCC)CCCC (2-tributylstannylthiazole). RXN SMILES: [F:1][C:2]1[CH:27]=[CH:26][C:5]([O:6][CH2:7][CH:8]2[CH2:14][N:13]([C:15](=[O:24])[C:16]3[CH:21]=[C:20]([CH3:22])[CH:19]=[CH:18][C:17]=3I)[CH:12]([CH3:25])[CH2:11][CH2:10][CH2:9]2)=[CH:4][C:3]=1[CH3:28].C([Sn](CCCC)(CCCC)[C:34]1[S:35][CH:36]=[CH:37][N:38]=1)CCC>C1(C)C=CC=CC=1>[F:1][C:2]1[CH:27]=[CH:26][C:5]([O:6][CH2:7][CH:8]2[CH2:14][N:13]([C:15](=[O:24])[C:16]3[CH:21]=[C:20]([CH3:22])[CH:19]=[CH:18][C:17]=3[C:34]3[S:35][CH:36]=[CH:37][N:38]=3)[CH:12]([CH3:25])[CH2:11][CH2:10][CH2:9]2)=[CH:4][C:3]=1[CH3:28]. The solvent is C1(=CC=CC=C1)C (toluene). Run at temperature 100 celsius. Reported procedure: A mixture of 6-[(4-fluoro-3-methylphenoxy)methyl]-1-(2-iodo-5-methylbenzoyl)-2-methylazepane (3-1, 50 mg, 0.10 mmol, 1.0 equiv), tetrakis(triphenyl phosphine)palladium (35 mg, 0.030 mmol, 0.30 equiv) and 2-tributylstannylthiazole (94 mg, 0.25 mmol, 2.5 equiv) in toluene (1 mL) was heated at 100° C. for 1 hour. The reaction was cooled and filtered. The filtrate was concentrated and purified by reverse phase liquid chromatography (Sunfire C18 OBD 5 um, 20×150 mm column; 0-100% CH3CN/H2O gradient w... Yields the product FC1=C(C=C(OCC2CCCC(N(C2)C(C2=C(C=CC(=C2)C)C=2SC=CN2)=O)C)C=C1)C (6-[(4-fluoro-3-methylphenoxy)methyl]-2-methyl-1-[5-methyl-2-(1,3-thiazol-2-yl)benzoyl]azepane). Starting materials: CS(=O)(=O)OCCCCOC1=CC2=C(C(OC(N2)=O)(C)C)C=C1 (7-(4-methanesulfonyloxy-butoxy)-4,4-dimethyl-4H-3,1-benzoxazin-2-one), ClC=1C=C(C=CC1Cl)S (3,4-dichloro-thiophenol). Yields the product ClC=1C=C(C=CC1Cl)SCCCCOC1=CC2=C(C(OC(N2)=O)(C)C)C=C1 (7-[4-(3,4-Dichloro-phenylmercapto)-butoxy]-4,4-dimethyl-4H-3,1-benzoxazin-2-one). Reaction SMILES: CS(O[CH2:6][CH2:7][CH2:8][CH2:9][O:10][C:11]1[CH:23]=[CH:22][C:14]2[C:15]([CH3:21])([CH3:20])[O:16][C:17](=[O:19])[NH:18][C:13]=2[CH:12]=1)(=O)=O.[Cl:24][C:25]1[CH:26]=[C:27]([SH:32])[CH:28]=[CH:29][C:30]=1[Cl:31]>>[Cl:24][C:25]1[CH:26]=[C:27]([S:32][CH2:6][CH2:7][CH2:8][CH2:9][O:10][C:11]2[CH:23]=[CH:22][C:14]3[C:15]([CH3:20])([CH3:21])[O:16][C:17](=[O:19])[NH:18][C:13]=3[CH:12]=2)[CH:28]=[CH:29][C:30]=1[Cl:31]. Procedure details: Prepared analogously to Example 210 from 7-(4-methanesulfonyloxy-butoxy)-4,4-dimethyl-4H-3,1-benzoxazin-2-one and 3,4-dichloro-thiophenol. Reactants: NN1CCCCC1 (N-aminopiperidine), CCCCC (n-pentane), OS(=O)(=O)O (H2SO4), ClCCN(C(=O)N=[N+]=[N-])N=O (N-(2-chloroethyl)-N-nitrosocarbamoylazide). Solvent: mixture, ClCCl (dichloromethane), ClCCl (dichloromethane). Run at time 1 hour. The product is C(=O)OCC.CCCCC (ethyl formate n-pentane). The yield is 21.0%. Reaction SMILES: ClCCN(N=O)[C:5](N=[N+]=[N-])=[O:6].NN1[CH2:18][CH2:17]CCC1.[CH3:19][CH2:20][CH2:21][CH2:22][CH3:23].[OH:24]S(O)(=O)=O>ClCCl>[CH:5]([O:6][CH2:17][CH3:18])=[O:24].[CH3:19][CH2:20][CH2:21][CH2:22][CH3:23] |f:5.6|. Reported procedure: To a solution of 0.1 mole N-(2-chloroethyl)-N-nitrosocarbamoylazide in 75 ml dichloromethane is added in drops at -5 degC. (°C.) under stirring within 2 hours a solution of 0.2 mole N-aminopiperidine in 20 ml of a mixture of 4 parts by volume dichloromethane and 1 part by volume n-pentane. After the addition, the stirring is continued for one hour and a whitish-yellow precipitate is obtained. Subsequently it is shaken out with the same volume of 0.1 N H2SO4. The organic phase is dried over Na2SO... The reactants are N1C(CC(C1)=O)=O (2,4-pyrrolidinedione), [H][H] (hydrogen), CO.C(C)(=O)OCC (methanol ethyl acetate). Reagents/catalysts: [Pt]=O (platinum oxide). Yields the product C1(CCCCC1)C[C@H]1[C@H](CC(N1)=O)O ((4S-cis)-5-(cyclohexylmethyl)-4-hydroxy-2-pyrrolidinone). RXN SMILES: [NH:1]1[CH2:5][C:4](=O)[CH2:3][C:2]1=O.[H][H].[CH3:10][OH:11].C([O:15][CH2:16][CH3:17])(=O)C>[Pt]=O>[CH:3]1([CH2:4][C@@H:5]2[NH:1][C:10](=[O:11])[CH2:17][C@@H:16]2[OH:15])[CH2:5][CH2:4][CH2:3][CH2:2][CH2:2]1 |f:2.3|. Procedure details: A solution of 20 g (0.102 mol) of (S)-5-cyclohexylmethyl)-2,4-pyrrolidinedione in 800 ml of 10% methanol-ethyl acetate is exposed to hydrogen gas in the presence of platinum oxide (this solution is charcoaled and filtered before reduction). After hydrogen uptake is complete, the catalyst is filtered and the filtrate concentrated under reduced pressure. The remaining white solid is triturated with 100 ml of diethyl ether, filtered and washed with diethyl ether to afford 19.3 g of (4S-cis)-5-(cycl... The reactants are C1(=CC=CC=C1)S (thiophenol), C(C#C)O (propargyl alcohol). Reagents/catalysts: [OH-].[K+] (potassium hydroxide). Solvent: CCOCC (ether). Reaction conditions: time 90 minute. The product is C1(=CC=CC=C1)SC(CO)=C (2-Phenylthio-2-propenyl Alcohol). Isolated yield 100.7%. RXN SMILES: [CH2:1]([OH:4])[C:2]#[CH:3].[C:5]1([SH:11])[CH:10]=[CH:9][CH:8]=[CH:7][CH:6]=1>CCOCC.[OH-].[K+]>[C:5]1([S:11][C:2](=[CH2:3])[CH2:1][OH:4])[CH:10]=[CH:9][CH:8]=[CH:7][CH:6]=1 |f:3.4|. Procedure details: To a stirred solution of 36.0 g (0.64 mol) of propargyl alcohol and 0.12 g (1.8 mmol) of powdered potassium hydroxide, was added dropwise at 125° C. over 30 minutes, 60.0 g (0.54 mol) of thiophenol. The mixture was stirred for an additional 90 minutes, and allowed to cool to room temperature. The brown solution was diluted with 200 mL of ether, and extracted with three 100-mL portions of 2N sodium hydroxide, and two 100-mL portions of water. The organic phase was dried over MgSO4, filtered, and ... Starting materials: FC(C=1C=C(C(=O)NCC(=O)N[C@@H]2CNCC2)C=CC1)(F)F ((S)-3-[N-[3-(trifluoromethyl)benzoyl]glycyl]aminopyrrolidine), C1CCNCC1 ((piperidinomethyl)polystyrene), C(C1=CC=CC=C1)Br (benzyl bromide), C1(=CC=CC=C1)N=C=O (phenyl isocyanate). Run in C(C)#N (acetonitrile), C(C)#N (acetonitrile). Reaction conditions: temperature 45 celsius, time 5 hour. Yields the product C(C1=CC=CC=C1)N1C[C@H](CC1)NC(CNC(C1=CC(=CC=C1)C(F)(F)F)=O)=O ((S)-1-benzyl-3-[N-[3-(trifluoromethyl)benzoyl]glycyl]aminopyrrolidine). Reaction SMILES: [F:1][C:2]([F:22])([F:21])[C:3]1[CH:4]=[C:5]([CH:18]=[CH:19][CH:20]=1)[C:6]([NH:8][CH2:9][C:10]([NH:12][C@H:13]1[CH2:17][CH2:16][NH:15][CH2:14]1)=[O:11])=[O:7].C1CCNCC1.[CH2:29](Br)[C:30]1[CH:35]=[CH:34][CH:33]=[CH:32][CH:31]=1.C1(N=C=O)C=CC=CC=1>C(#N)C>[CH2:29]([N:15]1[CH2:16][CH2:17][C@H:13]([NH:12][C:10](=[O:11])[CH2:9][NH:8][C:6](=[O:7])[C:5]2[CH:18]=[CH:19][CH:20]=[C:3]([C:2]([F:1])([F:21])[F:22])[CH:4]=2)[CH2:14]1)[C:30]1[CH:35]=[CH:34][CH:33]=[CH:32][CH:31]=1. Procedure details: An acetonitrile (1.1 mL) solution of (S)-3-[N-[3-(trifluoromethyl)benzoyl]glycyl]aminopyrrolidine (0.06 mmol) and a (piperidinomethyl)polystyrene (2.6 to 2.8 mmol/g, 30 mg) were added to an acetonitrile (0.4 mL) solution of benzyl bromide (0.050 mmol). The resulting reaction mixture was stirred at 45° C. for 5 hours. The mixture solution was cooled to room temperature, and the resin was then removed by filtration to concentrate the filtrate. The resulting residue was dissolved in acetonitrile (1... The reactants are C(CCC\C=C/C\C=C/C\C=C/C\C=C/CCCCC)(=O)[O-].[Na+] (sodium arachidonate), CN1[C@H]2C[C@@H](C[C@@H]1[C@H](C2)O)OC(=O)[C@H](CO)C=3C=CC=CC3 (anisodamine), CN1[C@H]2C[C@@H](C[C@@H]1[C@H](C2)O)OC(=O)[C@H](CO)C=3C=CC=CC3 (anisodamine), C(CCC\C=C/C\C=C/C\C=C/C\C=C/CCCCC)(=O)[O-].[Na+] (Sodium arachidonate), C1=CC=C(C=C1)S(=O)(=O)OC2=C(C=C(C=C2)Cl)Cl (DPBS), C1=CC=C(C=C1)S(=O)(=O)OC2=C(C=C(C=C2)Cl)Cl (DPBS), CC1=C(C(CCC1)(C)C)/C=C/C(=C/C=C/C(=C/C=O)/C)/C (retinal), C(CCC\C=C/C\C=C/C\C=C/C\C=C/CCCCC)(=O)[O-].[Na+] (sodium arachidonate). The product is C(CCC\C=C/C\C=C/C\C=C/C\C=C/CCCCC)(=O)O (Arachidonic acid). Reaction SMILES: [C:1]([O-:22])(=[O:21])[CH2:2][CH2:3][CH2:4]/[CH:5]=[CH:6]\[CH2:7]/[CH:8]=[CH:9]\[CH2:10]/[CH:11]=[CH:12]\[CH2:13]/[CH:14]=[CH:15]\[CH2:16][CH2:17][CH2:18][CH2:19][CH3:20].[Na+].C1C=CC(S(OC2C=CC(Cl)=CC=2Cl)(=O)=O)=CC=1.CC1CCCC(C)(C)C=1/C=C/C(/C)=C/C=C/C(/C)=C/C=O.CN1[C@H]2[C@@H](O)C[C@@H]1C[C@H](OC([C@@H](C1C=CC=CC=1)CO)=O)C2>>[C:1]([OH:22])(=[O:21])[CH2:2][CH2:3][CH2:4]/[CH:5]=[CH:6]\[CH2:7]/[CH:8]=[CH:9]\[CH2:10]/[CH:11]=[CH:12]\[CH2:13]/[CH:14]=[CH:15]\[CH2:16][CH2:17][CH2:18][CH2:19][CH3:20] |f:0.1|. Procedure details: Finally, we investigated arachidonic acid-induced lipid peroxidation of the retinal suspension and any protection provided by the presence of anisodamine. Sodium arachidonate was freshly prepared with DPBS by ultrasonification. The experimental system consisted of 0.24 ml of the retinal suspension and, 0.03 ml anisodamine or DPBS for the control. To each tube, excluding the control, 0.03 ml of sodium arachidonate was added. The final concentration of sodium arachidonate was 0.25 mg/ml. The final...